describe an organic reaction: reactants, conditions, products, and yield From a dataset of the Open Reaction Database (ORD), a public repository of structured organic reaction records. The reactants are title compounds, C(C)(C)(C)OC(=O)N1CCC(CC1)N (4-amino-piperidine-1-carboxylic acid tert-butyl ester), ClC(=O)OC(C)C (isopropyl chloroformate), C(C1=CC=CC=C1)(=O)NC1=CC=C(C2=CC=CC=C12)S(=O)(=O)Cl (4-benzoylamino-naphthalene-1-sulfonyl chloride), (p)-4-amino-1-benzyl-3-methyl-piperidine, N(=C=O)C(C)C (2-isocyanato-propane). Product: C(C)(C)OC(=O)N1C[C@H]([C@H](CC1)NS(=O)(=O)C1=CC=C(C2=CC=CC=C12)NC(C1=C(C=CC=C1)C)=O)C ((±)-cis-3-Methyl-4-[4-(2-methyl-benzoylamino)-naphthalene-1-sulfonylamino]-piperidine-1-carboxylic acid isopropyl ester). As a reaction SMILES: [C:1]([NH:9][C:10]1[C:19]2[C:14](=[CH:15][CH:16]=[CH:17][CH:18]=2)[C:13]([S:20](Cl)(=[O:22])=[O:21])=[CH:12][CH:11]=1)(=[O:8])[C:2]1C=C[CH:5]=[CH:4][CH:3]=1.[C:24]([O:28][C:29]([N:31]1[CH2:36][CH2:35][CH:34]([NH2:37])[CH2:33][CH2:32]1)=[O:30])([CH3:27])([CH3:26])C.ClC(O[CH:42]([CH3:44])[CH3:43])=O.N(C(C)C)=[C:46]=O>>[CH:24]([O:28][C:29]([N:31]1[CH2:32][CH2:33][C@H:34]([NH:37][S:20]([C:13]2[C:14]3[C:19](=[CH:18][CH:17]=[CH:16][CH:15]=3)[C:10]([NH:9][C:1](=[O:8])[C:2]3[CH:3]=[CH:4][CH:5]=[CH:44][C:42]=3[CH3:43])=[CH:11][CH:12]=2)(=[O:22])=[O:21])[C@H:35]([CH3:46])[CH2:36]1)=[O:30])([CH3:26])[CH3:27]. Procedure: The title compounds were made following the general procedure in Scheme 5 and deprotection in Scheme 4-1, substituting 4-(2-methyl-benzoylamino)-naphthalene-1-sulfonyl chloride for 4-benzoylamino-naphthalene-1-sulfonyl chloride, (p)-4-amino-1-benzyl-3-methyl-piperidine for 4-amino-piperidine-1-carboxylic acid tert-butyl ester and isopropyl chloroformate for 2-isocyanato-propane. 1H NMR (300 MHz, CDCl3) δ 8.72 (d, 1H), 8.43 (d, 1H), 8.35 (d, 1H), 8.12 (d, 1H), 7.95 (d, 2H), 7.72 (m, 3H), 7.46 (m,... Reactants: CCCCCCOc1ccc(CCC(=O)O)cc1, CC(=O)O, C(=NC1CCCCC1)=NC1CCCCC1, CC12CCC3C4CCC(=O)C=C4CCC3C1CCC2O, c1ccncc1. The product is CCCCCCOc1ccc(CCC(=O)OC2CCC3C4CCC5=CC(=O)CCC5C4CCC23C)cc1. RXN SMILES: [CH2:21]([CH2:22][CH2:23][CH2:24][CH2:25][CH3:26])[O:27][c:28]1[cH:29][cH:30][c:31]([CH2:34][CH2:35][C:36](=[O:37])[OH:38])[cH:32][cH:33]1.[CH3:54][C:55](=[O:56])[OH:57].[CH:39]1([N:40]=[C:41]=[N:42][CH:43]2[CH2:44][CH2:45][CH2:46][CH2:47][CH2:48]2)[CH2:49][CH2:50][CH2:51][CH2:52][CH2:53]1.[OH:1][CH:2]1[C:3]2([CH3:4])[CH:5]([CH2:6][CH2:7]1)[CH:8]1[CH2:9][CH2:10][C:11]3=[CH:12][C:13](=[O:20])[CH2:14][CH2:15][CH:16]3[CH:17]1[CH2:18][CH2:19]2.[cH:58]1[cH:59][cH:60][n:61][cH:62][cH:63]1>>[O:1]([CH:2]1[C:3]2([CH3:4])[CH:5]([CH2:6][CH2:7]1)[CH:8]1[CH2:9][CH2:10][C:11]3=[CH:12][C:13](=[O:20])[CH2:14][CH2:15][CH:16]3[CH:17]1[CH2:18][CH2:19]2)[C:36]([CH2:35][CH2:34][c:31]1[cH:30][cH:29][c:28]([O:27][CH2:21][CH2:22][CH2:23][CH2:24][CH2:25][CH3:26])[cH:33][cH:32]1)=[O:37]. Starting materials: ClC1=CC=C(C=C1)CCC(CN1C=NC=C1)SC1=CC=C(C=C1)N (1-[4-(4-chlorophenyl)-2-(4-aminophenylthio)-n-butyl]imidazole), CN=C=O (methyl isocyanate). Run in O1CCCC1 (tetrahydrofuran). Yields the product ClC1=CC=C(C=C1)CCC(CN1C=NC=C1)SC1=CC=C(C=C1)NC(=O)NC (1-[4-(4-chlorophenyl)-2-(4-methylaminocarbonylaminophenylthio)-n-butyl]imidazole). RXN SMILES: [Cl:1][C:2]1[CH:7]=[CH:6][C:5]([CH2:8][CH2:9][CH:10]([S:17][C:18]2[CH:23]=[CH:22][C:21]([NH2:24])=[CH:20][CH:19]=2)[CH2:11][N:12]2[CH:16]=[CH:15][N:14]=[CH:13]2)=[CH:4][CH:3]=1.[CH3:25][N:26]=[C:27]=[O:28]>O1CCCC1>[Cl:1][C:2]1[CH:7]=[CH:6][C:5]([CH2:8][CH2:9][CH:10]([S:17][C:18]2[CH:19]=[CH:20][C:21]([NH:24][C:27]([NH:26][CH3:25])=[O:28])=[CH:22][CH:23]=2)[CH2:11][N:12]2[CH:16]=[CH:15][N:14]=[CH:13]2)=[CH:4][CH:3]=1. Reported procedure: A solution of 1-[4-(4-chlorophenyl)-2-(4-aminophenylthio)-n-butyl]imidazole (360 mg) in dry tetrahydrofuran (10 ml) was treated with 0.16 ml of methyl isocyanate. The solution was warmed at gentle reflux overnight and the solvent evaporated. The residue was chromatographed on silica gel eluting with 2.2% water in ethyl acetate to give 1-[4-(4-chlorophenyl)-2-(4-methylaminocarbonylaminophenylthio)-n-butyl]imidazole. Starting materials: BrC1=CC(=CN1S(=O)(=O)C1=CC(=CC=C1)S(=O)(=O)C)CO ({5-bromo-1-{[3-(methylsulfonyl)phenyl]sulfonyl}-1H-pyrrol-3-yl}methanol), S(=O)(=O)=O (sulfur trioxide). Yields the product BrC1=CC(=CN1S(=O)(=O)C1=CC(=CC=C1)S(=O)(=O)C)C=O (5-Bromo-1-{[3-(methylsulfonyl)phenyl]sulfonyl}-1H-pyrrole-3-carbaldehyde). Yield: 57.7%. RXN SMILES: [Br:1][C:2]1[N:6]([S:7]([C:10]2[CH:15]=[CH:14][CH:13]=[C:12]([S:16]([CH3:19])(=[O:18])=[O:17])[CH:11]=2)(=[O:9])=[O:8])[CH:5]=[C:4]([CH2:20][OH:21])[CH:3]=1.S(=O)(=O)=O>>[Br:1][C:2]1[N:6]([S:7]([C:10]2[CH:15]=[CH:14][CH:13]=[C:12]([S:16]([CH3:19])(=[O:18])=[O:17])[CH:11]=2)(=[O:8])=[O:9])[CH:5]=[C:4]([CH:20]=[O:21])[CH:3]=1. Procedure: Using {5-bromo-1-{[3-(methylsulfonyl)phenyl]sulfonyl}-1H-pyrrol-3-yl}methanol (4.88 g) and sulfur trioxide.pyridine complex (2.19 g), a procedure as in Reference Example 191 was performed to give the title compound as a white solid (yield 2.80 g, 58%). The reactants are hydrogen chloride ether, 12.0, COC1=CC=C(CCN2[C@@H](CCC2)CN2C3=C(OCC4=C2C=CC=C4)C=CC=C3)C=C1 ((S)-(-)-5,11-dihydro-5-[1-(4-methoxyphenethyl)-2-pyrrolidinylmethyl]dibenzo[b,e][1,4]oxazepine), ClCCl (dichloromethane). Yields the product Cl.COC1=CC=C(CCN2[C@@H](CCC2)CN2C3=C(OCC4=C2C=CC=C4)C=CC=C3)C=C1 ((S)-(-)-5,11-dihydro-5-[1-(4-methoxyphenethyl)-2-pyrrolidinylmethyl]dibenzo[b,e][1,4]oxazepine hydrochloride). Yield: 73.0%. RXN SMILES: [CH3:1][O:2][C:3]1[CH:31]=[CH:30][C:6]([CH2:7][CH2:8][N:9]2[CH2:13][CH2:12][CH2:11][C@H:10]2[CH2:14][N:15]2[C:21]3[CH:22]=[CH:23][CH:24]=[CH:25][C:20]=3[CH2:19][O:18][C:17]3[CH:26]=[CH:27][CH:28]=[CH:29][C:16]2=3)=[CH:5][CH:4]=1.[Cl:32]CCl>>[ClH:32].[CH3:1][O:2][C:3]1[CH:4]=[CH:5][C:6]([CH2:7][CH2:8][N:9]2[CH2:13][CH2:12][CH2:11][C@H:10]2[CH2:14][N:15]2[C:21]3[CH:22]=[CH:23][CH:24]=[CH:25][C:20]=3[CH2:19][O:18][C:17]3[CH:26]=[CH:27][CH:28]=[CH:29][C:16]2=3)=[CH:30][CH:31]=1 |f:2.3|. Reported procedure: A hydrogen chloride ether saturated solution was added to a solution of 12.0. g (23.2 mmols) of (S)-(-)-5,11-dihydro-5-[1-(4-methoxyphenethyl)-2-pyrrolidinylmethyl]dibenzo[b,e][1,4]oxazepine in 50 ml of dichloromethane, and the mixture was stirred for 5 minutes. Then, the solvent was distilled off under reduced pressure. The resulting residue was recrystallized from a mixed solvent of acetone and diethyl ether to give 9.5 g of (S)-(-)-5,11-dihydro-5-[1-(4-methoxyphenethyl)-2-pyrrolidinylmethyl]d...